From a dataset of the Open Reaction Database (ORD), a public repository of structured organic reaction records. describe an organic reaction: reactants, conditions, products, and yield Starting materials: [N+](=O)([O-])C=1C=C(C(=O)OC)C=C(C1)N1C=CC=C1 (methyl 3-nitro-5-(pyrrol-1-yl)benzoate), C(C)(=O)OCC (ethyl acetate), O (water). Reagents/catalysts: [Fe] (iron). The solvent is Cl (hydrochloric acid), CO (methanol). Reaction conditions: time 3.5 hour. Yields the product NC=1C=C(C(=O)OC)C=C(C1)N1C=CC=C1 (methyl 3-amino-5-(pyrrol-1-yl)benzoate). Isolated yield 72.2%. RXN SMILES: [N+:1]([C:4]1[CH:5]=[C:6]([CH:11]=[C:12]([N:14]2[CH:18]=[CH:17][CH:16]=[CH:15]2)[CH:13]=1)[C:7]([O:9][CH3:10])=[O:8])([O-])=O.C(OCC)(=O)C.O>Cl.CO.[Fe]>[NH2:1][C:4]1[CH:5]=[C:6]([CH:11]=[C:12]([N:14]2[CH:18]=[CH:17][CH:16]=[CH:15]2)[CH:13]=1)[C:7]([O:9][CH3:10])=[O:8]. Reported procedure: To a solution of methyl 3-nitro-5-(pyrrol-1-yl)benzoate (35.8 g) in concentrated hydrochloric acid (79 ml) and methanol (73 ml) was added portionwise iron (48.6 g). After stirring for 3.5 hours at room temperature, the reaction mixture was poured into a mixture of ethyl acetate and water and filtered. The organic layer was successively washed with water and brine and dried over magnesium sulfate. The solvent was evaporated in vacuo and the residue was pulverized from petroleum ether and diisopro... Procedure details: A solution of 9.80 g (28.0 mmol) of 6-{2-[(cyclohexylamino)methyl]-1-naphthyl}pyridine-2-carbaldehyde, 5.55 g (31.0 mmol) of 2,6-diisopropylaniline, 0.1 g of TsOH in 100 ml of dry ethanol was refluxed for 10 h in argon atmosphere. The resulting mixture was cooled to room temperature and then evaporated to dryness. The residue was purified by flash chromatography on silica gel 60 (40-63 um, eluent: hexane-ethyl acetate-triethylamine=10:1:1, vol.). Yield 10.8 g (77%) of yellow powder. Anal. Calc f... Product: C1(CCCCC1)NCC1=C(C2=CC=CC=C2C=C1)C1=CC=CC(=N1)\C=N\C1=C(C=CC=C1C(C)C)C(C)C (N-[(1E)-(6-{2-[(Cyclohexylamino)methyl]-1-naphthyl}pyridin-2-yl)methylene]-2,6-diisopropylaniline). As a reaction SMILES: [CH:1]1([NH:7][CH2:8][C:9]2[CH:18]=[CH:17][C:16]3[C:11](=[CH:12][CH:13]=[CH:14][CH:15]=3)[C:10]=2[C:19]2[N:24]=[C:23]([CH:25]=O)[CH:22]=[CH:21][CH:20]=2)[CH2:6][CH2:5][CH2:4][CH2:3][CH2:2]1.[CH:27]([C:30]1[CH:36]=[CH:35][CH:34]=[C:33]([CH:37]([CH3:39])[CH3:38])[C:31]=1[NH2:32])([CH3:29])[CH3:28].CC1C=CC(S(O)(=O)=O)=CC=1>C(O)C>[CH:1]1([NH:7][CH2:8][C:9]2[CH:18]=[CH:17][C:16]3[C:11](=[CH:12][CH:13]=[CH:14][CH:15]=3)[C:10]=2[C:19]2[N:24]=[C:23](/[CH:25]=[N:32]/[C:31]3[C:33]([CH:37]([CH3:38])[CH3:39])=[CH:34][CH:35]=[CH:36][C:30]=3[CH:27]([CH3:29])[CH3:28])[CH:22]=[CH:21][CH:20]=2)[CH2:6][CH2:5][CH2:4][CH2:3][CH2:2]1. The solvent is C(C)O (ethanol). Starting materials: C1(CCCCC1)NCC1=C(C2=CC=CC=C2C=C1)C1=CC=CC(=N1)C=O (6-{2-[(cyclohexylamino)methyl]-1-naphthyl}pyridine-2-carbaldehyde), C(C)(C)C1=C(N)C(=CC=C1)C(C)C (2,6-diisopropylaniline), CC=1C=CC(=CC1)S(=O)(=O)O (TsOH). The reactants are CC(=O)O, Cl, O, Cc1c(C)c2c(c(C)c1O)CCC(C)(COc1ccc(CC3SC(=N)NC3=O)cc1)O2. Yields the product Cc1c(C)c2c(c(C)c1O)CCC(C)(COc1ccc(CC3SC(=O)NC3=O)cc1)O2. Reaction SMILES: [CH3:32][C:33]([OH:34])=[O:35].[ClH:36].[OH2:37].[OH:1][c:2]1[c:3]([CH3:31])[c:4]2[c:9]([c:10]([CH3:13])[c:11]1[CH3:12])[O:8][C:7]([CH3:14])([CH2:15][O:16][c:17]1[cH:18][cH:19][c:20]([CH2:21][CH:22]3[C:23](=[O:28])[NH:24][C:25](=[NH:27])[S:26]3)[cH:29][cH:30]1)[CH2:6][CH2:5]2>>[OH:1][c:2]1[c:3]([CH3:31])[c:4]2[c:9]([c:10]([CH3:13])[c:11]1[CH3:12])[O:8][C:7]([CH3:14])([CH2:15][O:16][c:17]1[cH:18][cH:19][c:20]([CH2:21][CH:22]3[C:23](=[O:28])[NH:24][C:25](=[O:34])[S:26]3)[cH:29][cH:30]1)[CH2:6][CH2:5]2. The reactants are Cn1cc(Br)nc(Br)c1=O, CCOC(=O)c1ccc(N)cc1, CN1CCCC1=O, ClCCl, [Na+], [OH-]. The product is CCOC(=O)c1ccc(Nc2nc(Br)cn(C)c2=O)cc1. Reaction SMILES: [Br:1][c:2]1[c:3](=[O:10])[n:4]([CH3:9])[cH:5][c:6]([Br:8])[n:7]1.[CH3:11][CH2:12][O:13][C:14](=[O:15])[c:16]1[cH:17][cH:18][c:19]([NH2:20])[cH:21][cH:22]1.[CH3:23][N:24]1[CH2:25][CH2:26][CH2:27][C:28]1=[O:29].[Cl:32][CH2:33][Cl:34].[Na+:31].[OH-:30]>>[c:2]1([NH:20][c:19]2[cH:18][cH:17][c:16]([C:14]([O:13][CH2:12][CH3:11])=[O:15])[cH:22][cH:21]2)[c:3](=[O:10])[n:4]([CH3:9])[cH:5][c:6]([Br:8])[n:7]1. Starting materials: CS(C)=O, CC(=O)N1CCc2nc(Nc3ccc(-c4cnco4)cc3)nc(OS(=O)(=O)C(F)(F)F)c2C1, OCC1Cc2ccccc2N1. The product is CC(=O)N1CCc2nc(Nc3ccc(-c4cnco4)cc3)nc(N3c4ccccc4CC3CO)c2C1. RXN SMILES: [CH3:45][S:46]([CH3:47])=[O:48].[F:1][C:2]([F:3])([F:4])[S:5]([O:6][c:7]1[c:8]2[c:9]([n:10][c:11]([NH:13][c:14]3[cH:15][cH:16][c:17](-[c:20]4[cH:21][n:22][cH:23][o:24]4)[cH:18][cH:19]3)[n:12]1)[CH2:25][CH2:26][N:27]([C:29]([CH3:30])=[O:31])[CH2:28]2)(=[O:32])=[O:33].[NH:34]1[CH:35]([CH2:43][OH:44])[CH2:36][c:37]2[cH:38][cH:39][cH:40][cH:41][c:42]21>>[c:7]1([N:34]2[CH:35]([CH2:43][OH:44])[CH2:36][c:37]3[cH:38][cH:39][cH:40][cH:41][c:42]32)[c:8]2[c:9]([n:10][c:11]([NH:13][c:14]3[cH:15][cH:16][c:17](-[c:20]4[cH:21][n:22][cH:23][o:24]4)[cH:18][cH:19]3)[n:12]1)[CH2:25][CH2:26][N:27]([C:29]([CH3:30])=[O:31])[CH2:28]2. Reactants: BrCC=1SC2=C(N1)C=CC(=C2)OC (2-bromomethyl-6-methoxybenzothiazole), [Cl-].[NH4+] (ammonium chloride), [H-].[Na+] (sodium hydride), C(C)(=O)NC1=CC=C(C=C1)O (4-acetamidophenol). Solvent: CN(C=O)C (dimethylformamide), CN(C=O)C (dimethylformamide). Run at time 5 minute. Product: COC1=CC2=C(N=C(S2)COC2=CC=C(C=C2)NC(C)=O)C=C1 (N-[4-(6-Methoxybenzothiazol-2-ylmethoxy)phenyl]acetamide). Isolated yield 92.9%. RXN SMILES: [H-].[Na+].[C:3]([NH:6][C:7]1[CH:12]=[CH:11][C:10]([OH:13])=[CH:9][CH:8]=1)(=[O:5])[CH3:4].Br[CH2:15][C:16]1[S:17][C:18]2[CH:24]=[C:23]([O:25][CH3:26])[CH:22]=[CH:21][C:19]=2[N:20]=1.[Cl-].[NH4+]>CN(C)C=O>[CH3:26][O:25][C:23]1[CH:22]=[CH:21][C:19]2[N:20]=[C:16]([CH2:15][O:13][C:10]3[CH:11]=[CH:12][C:7]([NH:6][C:3](=[O:5])[CH3:4])=[CH:8][CH:9]=3)[S:17][C:18]=2[CH:24]=1 |f:0.1,4.5|. Reported procedure: 57.6 mg of sodium hydride (as a 60% w/w dispersion in mineral oil) were added to a solution of 197.8 mg of 4-acetamidophenol in 4 ml of dimethylformamide cooled in an ice-water bath and the resulting mixture was stirred at this temperature for 5 minutes. A solution of 371.5 mg of 2-bromomethyl-6-methoxybenzothiazole [prepared as described in step (a) above] in 1 ml of dimethylformamide was added to the reaction mixture, the temperature of the mixture was elevated to room temperature and the mixt...